Dataset: the Open Reaction Database (ORD), a public repository of structured organic reaction records. Task: describe an organic reaction: reactants, conditions, products, and yield Starting materials: CO, CC(=O)O, C=[N+]([O-])[O-], CC1CC2OC(=O)CC2C1C(C)[N+](=O)[O-], [Na+], [OH-], O, O=S(=O)(O)O. Yields the product CC(=O)C1C(C)CC2OC(=O)CC21. Reaction SMILES: [CH3:27][OH:28].[CH3:30][C:31](=[O:32])[OH:33].[N+:23](=[CH2:24])([O-:25])[O-:26].[N+:3]([O-:4])(=[O:5])[CH:6]([CH3:7])[CH:8]1[CH:9]([CH3:17])[CH2:10][CH:11]2[O:12][C:13](=[O:16])[CH2:14][CH:15]12.[Na+:2].[OH-:1].[OH2:29].[S:18]([OH:19])(=[O:20])(=[O:21])[OH:22]>>[C:6]([CH3:7])([CH:8]1[CH:9]([CH3:17])[CH2:10][CH:11]2[O:12][C:13](=[O:16])[CH2:14][CH:15]12)=[O:19]. Starting materials: C(C1=CC=CC=C1)N1C=NC(=CC1=O)OCC1=CC=CC=C1 (3-benzyl-6-(benzyloxy)-pyrimidin-4(3H)-one), BrN1C(CCC1=O)=O (N-bromosuccinimide), ice. Solvent: CN(C=O)C (dimethylformamide). Product: C(C1=CC=CC=C1)N1C=NC(=C(C1=O)Br)OCC1=CC=CC=C1 (3-benzyl-6-(benzyloxy)-5-bromopyrimidin-4(3H)-one). As a reaction SMILES: [CH2:1]([N:8]1[C:13](=[O:14])[CH:12]=[C:11]([O:15][CH2:16][C:17]2[CH:22]=[CH:21][CH:20]=[CH:19][CH:18]=2)[N:10]=[CH:9]1)[C:2]1[CH:7]=[CH:6][CH:5]=[CH:4][CH:3]=1.[Br:23]N1C(=O)CCC1=O>CN(C)C=O>[CH2:1]([N:8]1[C:13](=[O:14])[C:12]([Br:23])=[C:11]([O:15][CH2:16][C:17]2[CH:22]=[CH:21][CH:20]=[CH:19][CH:18]=2)[N:10]=[CH:9]1)[C:2]1[CH:3]=[CH:4][CH:5]=[CH:6][CH:7]=1. Procedure details: 3-benzyl-6-(benzyloxy)-pyrimidin-4(3H)-one (from Step 1) (5.00 g, 17.1 mmol) and N-bromosuccinimide (3.15 g, 17.7 mmol) are strirred in 100 ml anhydrous dimethylformamide for 20 hours. The solution is poured onto 1 L of ice with stirring and allowed to come to room temperature, when the product is collected by filtration. (5.97 g). The product is recrystalized from 60 mL hot acetonitrile (4.75 g, 75%) 1H-NMR (400 MHz, DMSO-d6) δ 7.92 (s, 1H), 7.28–7.44 (overlapping m, 9H), 7.24 (s, 1H), 5.43 (s,... Reactants: O=Cc1cn(CC2CC2)c(=O)c2ccc(Br)cc12, O=C([O-])[O-], CCOC(C)=O, Cc1c(F)cc(C(=O)NC2CC2)cc1B1OC(C)(C)C(C)(C)O1, [K+], [K+], CN(C)C=O. The product is Cc1c(F)cc(C(=O)NC2CC2)cc1-c1ccc2c(=O)n(CC3CC3)cc(C=O)c2c1. As a reaction SMILES: [Br:1][c:2]1[cH:3][c:4]2[c:5]([CH:17]=[O:18])[cH:6][n:7]([CH2:13][CH:14]3[CH2:15][CH2:16]3)[c:8](=[O:12])[c:9]2[cH:10][cH:11]1.[C:42](=[O:43])([O-:44])[O-:45].[CH3:53][CH2:54][O:55][C:56](=[O:57])[CH3:58].[CH:19]1([NH:22][C:23]([c:24]2[cH:25][c:26]([F:40])[c:27]([CH3:39])[c:28]([B:30]3[O:31][C:32]([CH3:33])([CH3:34])[C:35]([CH3:36])([CH3:37])[O:38]3)[cH:29]2)=[O:41])[CH2:20][CH2:21]1.[K+:46].[K+:47].[O:48]=[CH:49][N:50]([CH3:51])[CH3:52]>>[c:2]1(-[c:28]2[c:27]([CH3:39])[c:26]([F:40])[cH:25][c:24]([C:23]([NH:22][CH:19]3[CH2:20][CH2:21]3)=[O:41])[cH:29]2)[cH:3][c:4]2[c:5]([CH:17]=[O:18])[cH:6][n:7]([CH2:13][CH:14]3[CH2:15][CH2:16]3)[c:8](=[O:12])[c:9]2[cH:10][cH:11]1. Reactants: C(=O)(O)COC1=CC(=C(C=C1)C=1NC=2C(=NC=CC2)N1)OC (2-(4-carboxymethoxy-2-methoxyphenyl)imidazo(4,5-b) pyridine), C(C)O (ethanol), Cl (HCl). As a reaction SMILES: [C:1]([CH2:4][O:5][C:6]1[CH:11]=[CH:10][C:9]([C:12]2[NH:13][C:14]3[C:15]([N:20]=2)=[N:16][CH:17]=[CH:18][CH:19]=3)=[C:8]([O:21][CH3:22])[CH:7]=1)([OH:3])=[O:2].Cl.[CH2:24](O)[CH3:25]>>[CH2:24]([O:2][C:1]([CH2:4][O:5][C:6]1[CH:11]=[CH:10][C:9]([C:12]2[NH:13][C:14]3[C:15]([N:20]=2)=[N:16][CH:17]=[CH:18][CH:19]=3)=[C:8]([O:21][CH3:22])[CH:7]=1)=[O:3])[CH3:25]. Product: C(C)OC(=O)COC1=CC(=C(C=C1)C=1NC=2C(=NC=CC2)N1)OC (2-(4-ethoxycarbonylmethoxy-2-methoxyphenyl)imidazo(4,5-b)pyridine). Conditions: time 8 hour. Reported procedure: 1 g of 2-(4-carboxymethoxy-2-methoxyphenyl)imidazo(4,5-b) pyridine is dissolved in 20 ml of ethanol, the solution is saturated with HCl gas and allowed to stand overnight. After concentration and the usual work-up, 2-(4-ethoxycarbonylmethoxy-2-methoxyphenyl)imidazo(4,5-b)pyridine is obtained; hemifumarate, m.p. 198°. Product: COCCSc1c(S(C)(=O)=O)ccc(C(=O)O)c1Cl. Reactants: COCCS, CS(=O)(=O)c1ccc(C(=O)O)c(Cl)c1F, [H-], [Na+], [Na], CN(C)C=O, O. As a reaction SMILES: [CH3:19][O:20][CH2:21][CH2:22][SH:23].[Cl:1][c:2]1[c:3]([C:4](=[O:5])[OH:6])[cH:7][cH:8][c:9]([S:12](=[O:13])(=[O:14])[CH3:15])[c:10]1[F:11].[H-:17].[Na+:16].[Na:18].[O:24]=[CH:25][N:26]([CH3:27])[CH3:28].[OH2:29]>>[Cl:1][c:2]1[c:3]([C:4](=[O:5])[OH:6])[cH:7][cH:8][c:9]([S:12](=[O:13])(=[O:14])[CH3:15])[c:10]1[S:23][CH2:22][CH2:21][O:20][CH3:19]. Starting materials: C(OC)(OC)=O (dimethyl carbonate), C1(=CC=CC=C1)O (phenol). Yields the product C(OC)(OC1=CC=CC=C1)=O (methyl phenyl carbonate). As a reaction SMILES: [C:1](=[O:6])([O:4][CH3:5])[O:2][CH3:3].[C:7]1(O)[CH:12]=[CH:11]C=[CH:9][CH:8]=1>>[C:1](=[O:6])([O:4][C:5]1[CH:11]=[CH:12][CH:7]=[CH:8][CH:9]=1)[O:2][CH3:3]. Reported procedure: A transesterification reaction was performed between dimethyl carbonate and phenol to obtain methyl phenyl carbonate. The obtained methyl phenyl carbonate was subjected to a disproportionation reaction to obtain a diphenyl carbonate product containing about 90 ppm by weight of methyl phenyl carbonate. Reactants: CC1(C(C1\C=C/C(OCC(F)F)=O)C(=O)O)C (2,2-dimethyl-3-[(Z) 3-oxo-3-(2,2-difluoroethoxy)-1-propenyl]-cyclopropane-carboxylic acid), C(#C)C(C1=CC(=CC=C1)OC1=CC=CC=C1)O (α-ethynyl-3-phenoxy-benzyl alcohol). The solvent is C(Cl)(Cl)Cl (CHCl3). The product is CC1([C@@H]([C@@H]1\C=C/C(OCC(F)F)=O)C(=O)O[C@@H](C1=CC(=CC=C1)OC1=CC=CC=C1)C#C)C ((R)α-ethynyl-3-phenoxy-benzyl (1R,cis) 2,2-dimethyl-3-[(Z) 3-oxo-3-(2,2-difluoroethoxy)-1-propenyl]-cyclopropane-carboxylate). As a reaction SMILES: [CH3:1][C:2]1([CH3:17])[CH:4](/[CH:5]=[CH:6]\[C:7](=[O:13])[O:8][CH2:9][CH:10]([F:12])[F:11])[CH:3]1[C:14]([OH:16])=[O:15].[C:18]([CH:20](O)[C:21]1[CH:26]=[CH:25][CH:24]=[C:23]([O:27][C:28]2[CH:33]=[CH:32][CH:31]=[CH:30][CH:29]=2)[CH:22]=1)#[CH:19]>C(Cl)(Cl)Cl>[CH3:1][C:2]1([CH3:17])[C@@H:4](/[CH:5]=[CH:6]\[C:7](=[O:13])[O:8][CH2:9][CH:10]([F:11])[F:12])[C@H:3]1[C:14]([O:16][C@H:20]([C:18]#[CH:19])[C:21]1[CH:26]=[CH:25][CH:24]=[C:23]([O:27][C:28]2[CH:33]=[CH:32][CH:31]=[CH:30][CH:29]=2)[CH:22]=1)=[O:15]. Procedure details: Using the procedure of Step F of Example 9, (1R, cis) 2,2-dimethyl-3-[(Z) 3-oxo-3-(2,2-difluoroethoxy)-1-propenyl]-cyclopropane-carboxylic acid and α-ethynyl-3-phenoxy-benzyl alcohol were reacted to obtain (R)α-ethynyl-3-phenoxy-benzyl (1R,cis) 2,2-dimethyl-3-[(Z) 3-oxo-3-(2,2-difluoroethoxy)-1-propenyl]-cyclopropane-carboxylate with a specific rotation of [α]D20 =+47°±1.5° (c=1% in CHCl3).